Dataset: the Open Reaction Database (ORD), a public repository of structured organic reaction records. Task: describe an organic reaction: reactants, conditions, products, and yield The reactants are COC1=CC=C(COCC2SC2)C=C1 (2-(((4-Methoxybenzyl)oxy)methyl)thiirane), C(C1=CC=CC=C1)(C1=CC=CC=C1)(C1=CC=CC=C1)Cl (trityl chloride), ClCCl (dichloromethane). Conditions: time 16 hour. Product: ClCC(COCC1=CC=C(C=C1)OC)SC(C1=CC=CC=C1)(C1=CC=CC=C1)C1=CC=CC=C1 ((1-Chloro-3-((4-methoxybenzyl)oxy) propan-2-yl) (trityl)sulfane). As a reaction SMILES: [CH3:1][O:2][C:3]1[CH:14]=[CH:13][C:6]([CH2:7][O:8][CH2:9][CH:10]2[CH2:12][S:11]2)=[CH:5][CH:4]=1.[C:15](Cl)([C:28]1[CH:33]=[CH:32][CH:31]=[CH:30][CH:29]=1)([C:22]1[CH:27]=[CH:26][CH:25]=[CH:24][CH:23]=1)[C:16]1[CH:21]=[CH:20][CH:19]=[CH:18][CH:17]=1.[Cl:35]CCl>>[Cl:35][CH2:12][CH:10]([S:11][C:15]([C:16]1[CH:21]=[CH:20][CH:19]=[CH:18][CH:17]=1)([C:28]1[CH:29]=[CH:30][CH:31]=[CH:32][CH:33]=1)[C:22]1[CH:23]=[CH:24][CH:25]=[CH:26][CH:27]=1)[CH2:9][O:8][CH2:7][C:6]1[CH:5]=[CH:4][C:3]([O:2][CH3:1])=[CH:14][CH:13]=1. Procedure details: 2-(((4-Methoxybenzyl)oxy)methyl)thiirane (496 mg, 2.359 mmol) was added to a solution of trityl chloride (598 mg, 2.144 mmol) in dichloromethane (10 mL). The mixture was stirred at room temperature for 16 hours, then evaporated under vacuum. Purification by chromatography on silica, eluting with 0-5% EtOAc/hexane, gave a crude material which was triturated with methanol to afford the title compound.